Dataset: the Open Reaction Database (ORD), a public repository of structured organic reaction records. Task: describe an organic reaction: reactants, conditions, products, and yield Starting materials: O (water), C(C1=CC=CC=C1)(C1=CC=CC=C1)(C1=CC=CC=C1)NC=1SC=C(N1)/C(/C(=O)OCC)=N/O (ethyl (Z)-2-(2-tritylaminothiazol-4-yl)-2-hydroxyiminoacetate), BrC1C(NCC1)=O (3-bromo-2-pyrrolidone), C([O-])([O-])=O.[K+].[K+] (potassium carbonate). Solvent: CS(=O)C (dimethylsulfoxide). Conditions: time 20 minute. The product is C(C1=CC=CC=C1)(C1=CC=CC=C1)(C1=CC=CC=C1)NC=1SC=C(N1)/C(/C(=O)OCC)=N/OC1C(NCC1)=O (ethyl (Z)-2-(2-tritylaminothiazol-4-yl)-2-[(2-pyrrolidon-3-yl)oxyimino]acetate). Yield: 85.7%. As a reaction SMILES: [C:1]([NH:20][C:21]1[S:22][CH:23]=[C:24](/[C:26](=[N:32]/[OH:33])/[C:27]([O:29][CH2:30][CH3:31])=[O:28])[N:25]=1)([C:14]1[CH:19]=[CH:18][CH:17]=[CH:16][CH:15]=1)([C:8]1[CH:13]=[CH:12][CH:11]=[CH:10][CH:9]=1)[C:2]1[CH:7]=[CH:6][CH:5]=[CH:4][CH:3]=1.C(=O)([O-])[O-].[K+].[K+].Br[CH:41]1[CH2:45][CH2:44][NH:43][C:42]1=[O:46].O>CS(C)=O>[C:1]([NH:20][C:21]1[S:22][CH:23]=[C:24](/[C:26](=[N:32]/[O:33][CH:41]2[CH2:45][CH2:44][NH:43][C:42]2=[O:46])/[C:27]([O:29][CH2:30][CH3:31])=[O:28])[N:25]=1)([C:14]1[CH:19]=[CH:18][CH:17]=[CH:16][CH:15]=1)([C:8]1[CH:9]=[CH:10][CH:11]=[CH:12][CH:13]=1)[C:2]1[CH:7]=[CH:6][CH:5]=[CH:4][CH:3]=1 |f:1.2.3|. Reported procedure: 15.8 g of ethyl (Z)-2-(2-tritylaminothiazol-4-yl)-2-hydroxyiminoacetate are dissolved in 70 ml of dimethylsulfoxide, and 5.8 g of anhydrous potassium carbonate are added thereto. The mixture is stirred at room temperature for 20 minutes. 6.6 g of 3-bromo-2-pyrrolidone are added to said mixture, and the mixture is stirred at room temperature for 20 hours. The mixture is poured into 800 ml of water, and crystalline precipitates are collected by filtration and washed with water. The crystals are di... Starting materials: O (water), N[C@H]1[C@H]2SCC(=C(N2C1=O)C(=O)O)/C=C\1/C(N(CC1)[C@H]1CN(CC1)C(=O)OCC=1OC(OC1C)=O)=O ((6R, 7R)-7-amino-3[E-(R)-1′-(5-methyl-2-oxo-[1,3]-dioxol-4-ylmethoxycarbonyl)-2-oxo-[1,3′]bipyrrolidinyl-3-ylidenemethyl]-8-oxo-5-thia-1-aza-bicyclo[4.2.0]oct-2-ene-2-carboxylic acid), Cl.C(C1=CC=CC=C1)(C1=CC=CC=C1)(C1=CC=CC=C1)ON=C(C(=O)Cl)C1=NSC(=N1)N (2-trityloxyimino-2-(5-amino-1,2,4-thiadiazol-3-yl)-acetic acid chloride hydrochloride), C[Si](C)(C)C(C(=O)N)[Si](C)(C)C (bis(trimethylsilyl)acetamide). Solvent: CO (MeOH), ClCCl (dichloromethane). The product is NC1=NC(=NS1)/C(/C(=O)N[C@H]1[C@H]2SCC(=C(N2C1=O)C(=O)O)/C=C\1/C(N(CC1)[C@H]1CN(CC1)C(=O)OCC=1OC(OC1C)=O)=O)=N/OC(C1=CC=CC=C1)(C1=CC=CC=C1)C1=CC=CC=C1 ((6R,7R)-7-[(Z)-2-(5-Amino-[1,2,4]thiadiazol-3-yl)-2-triphenylmethyloxyimino-acetylamino]-8-oxo-3-[(E)-(R)-2-oxo-1′-(5-methyl-2-oxo-[1,3]-dioxol-4-ylmethoxycarbonyl)-[1,3′]bipyrrolidinyl-3-ylidenemethyl]-5-thia-1-aza-bicyclo[4.2.0]oct-2-ene-2-carboxylic acid). Reaction SMILES: [NH2:1][C@@H:2]1[C:9](=[O:10])[N:8]2[C@@H:3]1[S:4][CH2:5][C:6](/[CH:14]=[C:15]1/[C:16](=[O:36])[N:17]([C@@H:20]3[CH2:24][CH2:23][N:22]([C:25]([O:27][CH2:28][C:29]4[O:30][C:31](=[O:35])[O:32][C:33]=4[CH3:34])=[O:26])[CH2:21]3)[CH2:18][CH2:19]/1)=[C:7]2[C:11]([OH:13])=[O:12].C[Si](C([Si](C)(C)C)C(N)=O)(C)C.Cl.[C:50]([O:69][N:70]=[C:71]([C:75]1[N:79]=[C:78]([NH2:80])[S:77][N:76]=1)[C:72](Cl)=[O:73])([C:63]1[CH:68]=[CH:67][CH:66]=[CH:65][CH:64]=1)([C:57]1[CH:62]=[CH:61][CH:60]=[CH:59][CH:58]=1)[C:51]1[CH:56]=[CH:55][CH:54]=[CH:53][CH:52]=1.O>ClCCl.CO>[NH2:80][C:78]1[S:77][N:76]=[C:75](/[C:71](=[N:70]/[O:69][C:50]([C:57]2[CH:62]=[CH:61][CH:60]=[CH:59][CH:58]=2)([C:51]2[CH:52]=[CH:53][CH:54]=[CH:55][CH:56]=2)[C:63]2[CH:68]=[CH:67][CH:66]=[CH:65][CH:64]=2)/[C:72]([NH:1][C@@H:2]2[C:9](=[O:10])[N:8]3[C@@H:3]2[S:4][CH2:5][C:6](/[CH:14]=[C:15]2/[C:16](=[O:36])[N:17]([C@@H:20]4[CH2:24][CH2:23][N:22]([C:25]([O:27][CH2:28][C:29]5[O:30][C:31](=[O:35])[O:32][C:33]=5[CH3:34])=[O:26])[CH2:21]4)[CH2:18][CH2:19]/2)=[C:7]3[C:11]([OH:13])=[O:12])=[O:73])[N:79]=1 |f:2.3|. Procedure: 0.5 g of (6R, 7R)-7-amino-3[E-(R)-1′-(5-methyl-2-oxo-[1,3]-dioxol-4-ylmethoxycarbonyl)-2-oxo-[1,3′]bipyrrolidinyl-3-ylidenemethyl]-8-oxo-5-thia-1-aza-bicyclo[4.2.0]oct-2-ene-2-carboxylic acid were dissolved in 20 ml of dichloromethane at 0°. 0.7ml of bis(trimethylsilyl)acetamide were then added and 0.46 g of 2-trityloxyimino-2-(5-amino-1,2,4-thiadiazol-3-yl)-acetic acid chloride hydrochloride (J. Antibiotics 37:557-571, 1984) were metered in portions. The mixture was poured onto 15 ml of water/1... Reactants: CO, CC1(C)CCC(C)(C)C1OCC(C)(C)[N+](=O)[O-]. Product: CC(C)(N)COC1C(C)(C)CCC1(C)C. Reaction SMILES: [CH3:18][OH:19].[N+:1]([O-:2])(=[O:3])[C:4]([CH2:5][O:6][CH:7]1[C:8]([CH3:14])([CH3:15])[CH2:9][CH2:10][C:11]1([CH3:12])[CH3:13])([CH3:16])[CH3:17]>>[NH2:1][C:4]([CH2:5][O:6][CH:7]1[C:8]([CH3:14])([CH3:15])[CH2:9][CH2:10][C:11]1([CH3:12])[CH3:13])([CH3:16])[CH3:17]. The reactants are FC1=CC(=C(C=C1)C1=C(C=NC=C1)NC)OC ([4-(4-fluoro-2-methoxy-phenyl)-pyridin-3-yl]-methyl-amine), FC=1C=C(C(=O)Cl)C=C(C1)C(F)(F)F (3-fluoro-5-(trifluoromethyl)benzoic acid chloride). Product: FC=1C=C(C(=O)N(C)C=2C=NC=CC2C2=C(C=C(C=C2)F)OC)C=C(C1)C(F)(F)F (3-Fluoro-N-[4-(4-fluoro-2-methoxy-phenyl)-pyridin-3-yl]-N-methyl-5-trifluoromethyl-benzamide). RXN SMILES: [F:1][C:2]1[CH:7]=[CH:6][C:5]([C:8]2[CH:13]=[CH:12][N:11]=[CH:10][C:9]=2[NH:14][CH3:15])=[C:4]([O:16][CH3:17])[CH:3]=1.[F:18][C:19]1[CH:20]=[C:21]([CH:25]=[C:26]([C:28]([F:31])([F:30])[F:29])[CH:27]=1)[C:22](Cl)=[O:23]>>[F:18][C:19]1[CH:20]=[C:21]([CH:25]=[C:26]([C:28]([F:31])([F:30])[F:29])[CH:27]=1)[C:22]([N:14]([C:9]1[CH:10]=[N:11][CH:12]=[CH:13][C:8]=1[C:5]1[CH:6]=[CH:7][C:2]([F:1])=[CH:3][C:4]=1[O:16][CH3:17])[CH3:15])=[O:23]. Reported procedure: The title compound was prepared in analogy to example 72, intermediate, from [4-(4-fluoro-2-methoxy-phenyl)-pyridin-3-yl]-methyl-amine and 3-fluoro-5-(trifluoromethyl)benzoic acid chloride (CAS RN 171243-30-4). The compound was purified by silica gel chromatography using a MPLC system (CombiFlash Companion, Isco Inc.) eluting with a gradient of n-heptane:EtOAc (100:0 to 0:100). The product-containing fractions were pooled and evaporated. The yellow solid was further purified by preparative HPLC ... Reactants: CC(=O)c1cccc(CC#CO)n1, CCOC(C)=O. Reaction SMILES: [C:1]([CH3:2])(=[O:3])[c:4]1[n:5][c:6]([CH2:10][C:11]#[C:12][OH:13])[cH:7][cH:8][cH:9]1.[CH3:14][CH2:15][O:16][C:17](=[O:18])[CH3:19]>>[C:1]([CH3:2])(=[O:3])[c:4]1[n:5][c:6]([CH2:10][CH2:11][CH2:12][OH:13])[cH:7][cH:8][cH:9]1. Product: CC(=O)c1cccc(CCCO)n1.